This data is from the Open Reaction Database (ORD), a public repository of structured organic reaction records. The task is: describe an organic reaction: reactants, conditions, products, and yield Starting materials: O=C[O-], CCCN(CC1CC1)c1cc(C(=O)OC)nc(Cl)n1, [NH4+], O. Yields the product CCCN(CC1CC1)c1cc(C(=O)OC)ncn1. As a reaction SMILES: [CH:1]([O-:2])=[O:3].[Cl:5][c:6]1[n:7][c:8]([N:16]([CH2:17][CH2:18][CH3:19])[CH2:20][CH:21]2[CH2:22][CH2:23]2)[cH:9][c:10]([C:12](=[O:13])[O:14][CH3:15])[n:11]1.[NH4+:4].[OH2:24]>>[cH:6]1[n:7][c:8]([N:16]([CH2:17][CH2:18][CH3:19])[CH2:20][CH:21]2[CH2:22][CH2:23]2)[cH:9][c:10]([C:12](=[O:13])[O:14][CH3:15])[n:11]1. Reactants: C1(=CC=CC=C1)C(C1=CC=CC=C1)(C1=CC=CC=C1)NC1C(NC1SCC#CCOC1OCCCC1)=O (3-(Triphenylmethylamino)-4-(4-tetrahydropyranyloxybut-2-ynylthio)azetidin-2-one), C(C)(C)(C)C(C(=O)[O-])=O (t-butylglyoxylate), O (water). Run in C1=CC=CC=C1 (benzene). The product is OC(C(=O)OC(C)(C)C)N1C(C(C1SCC#CCOC1OCCCC1)NC(C1=CC=CC=C1)(C1=CC=CC=C1)C1=CC=CC=C1)=O (1-(1-hydroxy-1-t-butoxycarbonylmethyl)-3-(triphenylmethylamino)-4-(4-tetrahydropyranyloxybut-2-ynylthio)azetidine-2-one). As a reaction SMILES: [C:1]1([C:7]([NH:20][CH:21]2[CH:24]([S:25][CH2:26][C:27]#[C:28][CH2:29][O:30][CH:31]3[CH2:36][CH2:35][CH2:34][CH2:33][O:32]3)[NH:23][C:22]2=[O:37])([C:14]2[CH:19]=[CH:18][CH:17]=[CH:16][CH:15]=2)[C:8]2[CH:13]=[CH:12][CH:11]=[CH:10][CH:9]=2)[CH:6]=[CH:5][CH:4]=[CH:3][CH:2]=1.C([C:42](=[O:46])[C:43]([O-:45])=[O:44])(C)(C)C.O>C1C=CC=CC=1>[OH:46][CH:42]([N:23]1[CH:24]([S:25][CH2:26][C:27]#[C:28][CH2:29][O:30][CH:31]2[CH2:36][CH2:35][CH2:34][CH2:33][O:32]2)[CH:21]([NH:20][C:7]([C:14]2[CH:19]=[CH:18][CH:17]=[CH:16][CH:15]=2)([C:8]2[CH:9]=[CH:10][CH:11]=[CH:12][CH:13]=2)[C:1]2[CH:6]=[CH:5][CH:4]=[CH:3][CH:2]=2)[C:22]1=[O:37])[C:43]([O:45][C:1]([CH3:7])([CH3:6])[CH3:2])=[O:44]. Procedure: 3-(Triphenylmethylamino)-4-(4-tetrahydropyranyloxybut-2-ynylthio)azetidin-2-one (934 mg) and t-butylglyoxylate (2.5 g) were refluxed in benzene (20 ml) with provision for the removal of water. After 1 hour the cooled solution was washed with water (6 × 5 ml), dried and evaporated. Chromatography on silica gave 1-(1-hydroxy-1-t-butoxycarbonylmethyl)-3-(triphenylmethylamino)-4-(4-tetrahydropyranyloxybut-2-ynylthio)azetidine-2-one which still contained some t-butylglyoxylate. Re-chromatography on s... Starting materials: CC(C)N(NC(=O)c1ccsc1)C(=O)COc1ccc(F)cc1Br, O=C([O-])[O-], COCCOC, OB(O)c1ccccc1OC(F)(F)F, [Na+], [Na+]. Yields the product CC(C)N(NC(=O)c1ccsc1)C(=O)COc1ccc(F)cc1-c1ccccc1OC(F)(F)F. Reaction SMILES: [Br:1][c:2]1[c:3]([O:4][CH2:5][C:6](=[O:7])[N:8]([NH:9][C:10](=[O:11])[c:12]2[cH:13][s:14][cH:15][cH:16]2)[CH:17]([CH3:18])[CH3:19])[cH:20][cH:21][c:22]([F:24])[cH:23]1.[C:25](=[O:26])([O-:27])[O-:28].[CH3:45][O:46][CH2:47][CH2:48][O:49][CH3:50].[F:31][C:32]([O:33][c:34]1[c:35]([B:40]([OH:41])[OH:42])[cH:36][cH:37][cH:38][cH:39]1)([F:43])[F:44].[Na+:29].[Na+:30]>>[c:2]1(-[c:35]2[c:34]([O:33][C:32]([F:31])([F:43])[F:44])[cH:39][cH:38][cH:37][cH:36]2)[c:3]([O:4][CH2:5][C:6](=[O:7])[N:8]([NH:9][C:10](=[O:11])[c:12]2[cH:13][s:14][cH:15][cH:16]2)[CH:17]([CH3:18])[CH3:19])[cH:20][cH:21][c:22]([F:24])[cH:23]1.